Dataset: the Open Reaction Database (ORD), a public repository of structured organic reaction records. Task: describe an organic reaction: reactants, conditions, products, and yield Reactants: [N+](=O)(O)[O-] (nitric acid), CC1(OC2=CC=CC=C2C(C1)=O)C (2,2-Dimethylchroman-4-one), ice, O (water). Solvent: S(O)(O)(=O)=O (sulfuric acid), S(O)(O)(=O)=O (sulfuric acid). The product is [N+](=O)([O-])C=1C=C2C(CC(OC2=CC1)(C)C)=O (6-Nitro-2,2-dimethylchroman-4-one). RXN SMILES: [CH3:1][C:2]1([CH3:13])[CH2:11][C:10](=[O:12])[C:9]2[C:4](=[CH:5][CH:6]=[CH:7][CH:8]=2)[O:3]1.[N+:14]([O-])([OH:16])=[O:15].O>S(=O)(=O)(O)O>[N+:14]([C:7]1[CH:8]=[C:9]2[C:4](=[CH:5][CH:6]=1)[O:3][C:2]([CH3:13])([CH3:1])[CH2:11][C:10]2=[O:12])([O-:16])=[O:15]. Procedure: 2,2-Dimethylchroman-4-one (4 g, 23.2 mmol) was added portionwise over 10 minutes to 7 ml of concentrated sulfuric acid at 0°-5° C., then cooled in an acetone-ice bath as concentrated nitric acid (s.g. 1.5, 90%, 1.4 ml) in 3 ml concentrated sulfuric acid was added dropwise over 20 minutes. The resulting mixture was poured into 100 ml ice and water and extracted 2×50 ml ethyl acetate. The organic layers were combined, washed 4×50 ml water and then brine, dried over magnesium sulfate, stripped to s... Reactants: compound 22, ClCCCN1N=C2N(C=CC=C2)C1=O (2-(3-Chloro-propyl)-2H-[1,2,4]triazolo[4,3-a]pyridin-3-one), N1CCC(CC1)C1=CNC2=CC=CC=C12 (3-Piperidin-4-yl-1H-indole). The product is N1C=C(C2=CC=CC=C12)C1CCN(CC1)CCCN1N=C2N(C=CC=C2)C1=O (2-{3-[4-(1H-Indol-3-yl)-piperidin-1-yl]-propyl}-2H-[1,2,4]triazolo[4,3-a]pyridin-3-one). RXN SMILES: Cl[CH2:2][CH2:3][CH2:4][N:5]1[C:13](=[O:14])[N:8]2[CH:9]=[CH:10][CH:11]=[CH:12][C:7]2=[N:6]1.[NH:15]1[CH2:20][CH2:19][CH:18]([C:21]2[C:29]3[C:24](=[CH:25][CH:26]=[CH:27][CH:28]=3)[NH:23][CH:22]=2)[CH2:17][CH2:16]1>>[NH:23]1[C:24]2[C:29](=[CH:28][CH:27]=[CH:26][CH:25]=2)[C:21]([CH:18]2[CH2:19][CH2:20][N:15]([CH2:2][CH2:3][CH2:4][N:5]3[C:13](=[O:14])[N:8]4[CH:9]=[CH:10][CH:11]=[CH:12][C:7]4=[N:6]3)[CH2:16][CH2:17]2)=[CH:22]1. Procedure details: 2-{3-[4-(1H-Indol-3-yl)-piperidin-1-yl]-propyl}-2H-[1,2,4]triazolo[4,3-a]pyridin-3-one was prepared in a similar fashion to compound 22, using 2-(3-Chloro-propyl)-2H-[1,2,4]triazolo[4,3-a]pyridin-3-one and 3-Piperidin-4-yl-1H-indole. Yield: 90 mg (48%); mp: 111.7° C. M+: 376.1; (300 MHz, CDCl3): 8.04 (s, 1H, NH), 7.77 (d, 1H), 7.62(d, 1H), 7.35(d, 1H), 7.09(m, 5H), 6.59(m, 1H), 6.49 (m, 1H), 4.08 (m, CH2), 3.10 (d, CH2), 2.70 (t, CH) 2.55(t, CH2), 2.04(m, 4H), 1.82(m, CH2).